This data is from the Open Reaction Database (ORD), a public repository of structured organic reaction records. The task is: describe an organic reaction: reactants, conditions, products, and yield Solvent: O1CCOCC1 (dioxane). Starting materials: N1CCCC1 (pyrrolidine), cuprous chloride, C(C)N(CC#C)CC (diethylpropargylamine), C=O (paraformaldehyde). Procedure details: Following the procedure given in Example 1B, 7.8 g. (0.07 mole) of diethylpropargylamine, 3.8 g. of paraformaldehyde, 5.7 g. (0.08 mole) of pyrrolidine, and a trace of cuprous chloride in 80 ml. of dioxane was refluxed for 4 hours and allowed to stand overnight. After distillation and redistillation, the product, 1-[4-(diethylamino)-2-butynyl]pyrrolidine was obtained as a clear oil boiling at 68.0° C. at 0.05 mm.; ND25 = 1.4770. The product is C(C)N(CC#CCN1CCCC1)CC (1-[4-(diethylamino)-2-butynyl]pyrrolidine), oil. Conditions: time 8 hour. As a reaction SMILES: [CH2:1]([N:3]([CH2:7][CH3:8])[CH2:4][C:5]#[CH:6])[CH3:2].[CH2:9]=O.[NH:11]1[CH2:15][CH2:14][CH2:13][CH2:12]1>O1CCOCC1>[CH2:1]([N:3]([CH2:7][CH3:8])[CH2:4][C:5]#[C:6][CH2:9][N:11]1[CH2:15][CH2:14][CH2:13][CH2:12]1)[CH3:2]. The reactants are COC1=CC=C(C(C2=CC=C(C=C2)OC)(C2=CC=CC=C2)Cl)C=C1 (4,4′-dimethoxytrityl chloride), N1=CC=CC=C1 (pyridine), CN(OCCO[C@H]1[C@@H](O[C@@H]([C@H]1O)CO)N1C(=O)NC(=O)C(=C1)C)C (2′-O-(dimethylaminooxyethyl)-5-methyluridine), O=P12OP3(=O)OP(=O)(O1)OP(=O)(O2)O3 (P2O5), N1=CC=CC=C1 (pyridine). Reagents/catalysts: CN(C1=CC=NC=C1)C (4-dimethylaminopyridine). The product is 5′-O-DMT-2′-O-, CN(OCC[C@@]1([C@H](O)[C@H](O)[C@@H](CO)O1)N1C(=O)NC(=O)C(=C1)C)C (dimethylamino-oxyethyl-5-methyluridine). Isolated yield 80.0%. Reaction SMILES: CN(C)OCC[O:6][C@@H:7]1[C@H:11]([OH:12])[C@@H:10]([CH2:13][OH:14])[O:9][C@H:8]1[N:15]1[CH:22]=[C:21]([CH3:23])[C:19](=[O:20])[NH:18][C:16]1=[O:17].O=P12OP3(OP(OP(O3)(O1)=O)(=O)O2)=O.C[O:40][C:41]1[CH:62]=CC(C(Cl)(C2C=CC=CC=2)C2C=CC(OC)=CC=2)=CC=1.[N:63]1[CH:68]=CC=C[CH:64]=1>CN(C)C1C=CN=CC=1>[CH3:64][N:63]([CH3:68])[O:40][CH2:41][CH2:62][C@@:8]1([N:15]2[CH:22]=[C:21]([CH3:23])[C:19](=[O:20])[NH:18][C:16]2=[O:17])[O:9][C@H:10]([CH2:13][OH:14])[C@@H:11]([OH:12])[C@H:7]1[OH:6]. Reported procedure: 2′-O-(dimethylaminooxyethyl)-5-methyluridine (750 mg, 2.17 mmol) was dried over P2O5 under high vacuum overnight at 40° C. It was then co-evaporated with anhydrous pyridine (20 mL). The residue obtained was dissolved in pyridine (11 mL) under argon atmosphere. 4-dimethylaminopyridine (26.5 mg, 2.60 mmol), 4,4′-dimethoxytrityl chloride (880 mg, 2.60 mmol) was added to the mixture and the reaction mixture was stirred at room temperature until all of the starting material disappeared. Pyridine was ...